Dataset: the Open Reaction Database (ORD), a public repository of structured organic reaction records. Task: describe an organic reaction: reactants, conditions, products, and yield Starting materials: C(C)[C@@H]1[C@@H]([C@]2(C)[C@@H](C1)[C@@H]1CCC3=CC(CC[C@@H]3[C@H]1CC2)=O)O (16β-ethyl-17β-hydroxy-4-estren-3-one), CN(C1=CC=CC=C1)C (N,N-dimethylaniline), C(C)(=O)OCC (ethyl acetate), BrC(C(=O)Br)C (α-bromopropionyl bromide). Solvent: ClCCl (dichloromethane). Yields the product C(C)[C@@H]1[C@@H]([C@]2(C)[C@@H](C1)[C@@H]1CCC3=CC(CC[C@@H]3[C@H]1CC2)=O)OC(C(C)Br)=O (16β-Ethyl-17β-(2-bromopropionyloxy)-4-estren-3-one). As a reaction SMILES: [CH2:1]([C@H:3]1[CH2:8][C@H:7]2[C@H:9]3[C@H:18]([CH2:19][CH2:20][C@:5]2([CH3:6])[C@H:4]1[OH:22])[C@@H:17]1[C:12](=[CH:13][C:14](=[O:21])[CH2:15][CH2:16]1)[CH2:11][CH2:10]3)[CH3:2].CN(C)C1C=CC=CC=1.[Br:32][CH:33]([CH3:37])[C:34](Br)=[O:35].C(OCC)(=O)C>ClCCl>[CH2:1]([C@H:3]1[CH2:8][C@H:7]2[C@H:9]3[C@H:18]([CH2:19][CH2:20][C@:5]2([CH3:6])[C@H:4]1[O:22][C:34](=[O:35])[CH:33]([Br:32])[CH3:37])[C@@H:17]1[C:12](=[CH:13][C:14](=[O:21])[CH2:15][CH2:16]1)[CH2:11][CH2:10]3)[CH3:2]. Reported procedure: In 70 ml of dichloromethane are dissolved 3.0 g of 16β-ethyl-17β-hydroxy-4-estren-3-one and 1.6 ml of N,N-dimethylaniline and, with stirring, 1.2 ml of α-bromopropionyl bromide is added to the above solution. The mixture is stirred at room temperature (15°-25° C.) for 30 hours followed by addition of 300 ml of ethyl acetate. The mixture is washed with 10% sulfuric acid and saturated aqueous sodium chloride solution in that order and dried over anhydrous magnesium sulfate. The solvent is then dis...